The task is: describe an organic reaction: reactants, conditions, products, and yield. This data is from the Open Reaction Database (ORD), a public repository of structured organic reaction records. Reactants: C1=NC=C(C2=CC=CC=C12)B(O)O (isoquinolin-4-ylboronic acid), FC(S(=O)(=O)OC1=CC2CCC(C1)N2C)(F)F (3-trifluoromethanesulfonyloxy-8-methyl-8-azabicyclo [3.2.1]-oct-2-ene), [Cl-].[Li+] (lithium chloride), [1,1'-bis(diphenylphos-phino)-1-ferrocene]-palladium II chloride, C([O-])([O-])=O.[Na+].[Na+] (sodium carbonate). Reagents/catalysts: O1CCCC1 (tetrahydrofuran). Solvent: CO (methanol). The product is C1=NC=C(C2=CC=CC=C12)C1=CC2CCC(C1)N2C (3-(isoquinolin-4-yl)-8-methyl-8-azabicyclo[3.2.1]oct-2-ene). As a reaction SMILES: [CH:1]1[C:10]2[C:5](=[CH:6][CH:7]=[CH:8][CH:9]=2)[C:4](B(O)O)=[CH:3][N:2]=1.FC(F)(F)S(O[C:20]1[CH2:26][CH:25]2[N:27]([CH3:28])[CH:22]([CH2:23][CH2:24]2)[CH:21]=1)(=O)=O.[Cl-].[Li+].C(=O)([O-])[O-].[Na+].[Na+]>O1CCCC1.CO>[CH:1]1[C:10]2[C:5](=[CH:6][CH:7]=[CH:8][CH:9]=2)[C:4]([C:20]2[CH2:21][CH:22]3[N:27]([CH3:28])[CH:25]([CH2:24][CH2:23]3)[CH:26]=2)=[CH:3][N:2]=1 |f:2.3,4.5.6|. Procedure: A mixture of isoquinolin-4-ylboronic acid, 3-trifluoromethanesulfonyloxy-8-methyl-8-azabicyclo [3.2.1]-oct-2-ene, lithium chloride, [1,1'-bis(diphenylphos-phino)-1-ferrocene]-palladium II chloride, and 2M aqueous sodium carbonate in tetrahydrofuran containing a few drops of methanol is stirred at reflux for about 4 hours. The reaction is cooled to room temperature and then partitioned between ethyl acetate and 2N sodium hydroxide. The phases are separated and the aqueous phase extracted well wit... Starting materials: [NH4+].[Cl-] (NH4Cl), IC=1C=C(CO)C=C(C1OC1=CC=C(C=C1)OC)I (3,5-diiodo-4-(4′-methoxyphenoxy)benzyl alcohol), CI (Methyl iodide), [H-].[Na+] (sodium hydride). Solvent: C1CCOC1 (THF). Reaction conditions: temperature 0 celsius, time 10 minute. Product: COCC1=CC(=C(C(=C1)I)OC1=CC=C(C=C1)OC)I (3,5-diiodo-4-(4′-methoxyphenoxy)benzyl methyl ether). Yield: 64.7%. As a reaction SMILES: [I:1][C:2]1[CH:3]=[C:4]([CH:7]=[C:8]([I:19])[C:9]=1[O:10][C:11]1[CH:16]=[CH:15][C:14]([O:17][CH3:18])=[CH:13][CH:12]=1)[CH2:5][OH:6].[H-].[Na+].[CH3:22]I.[NH4+].[Cl-]>C1COCC1>[CH3:22][O:6][CH2:5][C:4]1[CH:3]=[C:2]([I:1])[C:9]([O:10][C:11]2[CH:16]=[CH:15][C:14]([O:17][CH3:18])=[CH:13][CH:12]=2)=[C:8]([I:19])[CH:7]=1 |f:1.2,4.5|. Procedure details: A solution of 3,5-diiodo-4-(4′-methoxyphenoxy)benzyl alcohol (9) (347 mg; 0.72 mmol) in dry THF under argon was cooled to 0° C. and treated with 60% sodium hydride in mineral oil (28 mg; 0.7 mmol). The reaction was stirred at 0° C. for 10 min, then allowed to warm to RT and stirred an additional 30 min. Methyl iodide (0.5 ml; 8.1 mmol) was added and the mixture stirred at RT for 18 h. The reaction was poured into saturated NH4Cl (20 ml) and extracted with EtOAc (20 ml). The organic layer was was... Procedure details: The title product was prepared from [4-(3-Bromo-5-cyclopentyloxy-phenylsulfanyl)-2-methyl-phenoxy]-acetic acid ethyl ester (300 mg; 0.63 mmol), phenylacetylen (191.7 mg; 1.88 mmol) applying the procedure described for {4-[3-[2-(4-Chloro-phenyl)-ethoxy]-5-(4-hydroxymethyl-phenylethynyl)-phenylsulfanyl]-2-methyl-phenoxy}-acetic acid ethyl ester. The crude product was purified by preparative HPLC (method B). Yield: 200 mg (64%). HPLC-MS: m/z: 500.8 (M)+; Rt: 3.30 min. The product is C(C)OC(COC1=C(C=C(C=C1)SC1=CC(=CC(=C1)C#CC1=CC=CC=C1)OCC1CCCC1)C)=O ([4-(3-Cyclopentylmethoxy-5-phenylethynyl-phenylsulfanyl)-2-methyl-phenoxy]-acetic Acid Ethyl Ester). The reactants are C(C)OC(COC1=C(C=C(C=C1)SC1=CC(=CC(=C1)OC1CCCC1)Br)C)=O ([4-(3-Bromo-5-cyclopentyloxy-phenylsulfanyl)-2-methyl-phenoxy]-acetic acid ethyl ester), C1(=CC=CC=C1)C#C (phenylacetylen), C(C)OC(COC1=C(C=C(C=C1)SC1=CC(=CC(=C1)C#CC1=CC=C(C=C1)CO)OCCC1=CC=C(C=C1)Cl)C)=O ({4-[3-[2-(4-Chloro-phenyl)-ethoxy]-5-(4-hydroxymethyl-phenylethynyl)-phenylsulfanyl]-2-methyl-phenoxy}-acetic acid ethyl ester). RXN SMILES: C(OC(=O)COC1C=CC(SC2C=C(OC3CCCC3)C=C(Br)C=2)=CC=1C)C.C1(C#C)C=CC=CC=1.[CH2:37]([O:39][C:40](=[O:77])[CH2:41][O:42][C:43]1[CH:48]=[CH:47][C:46]([S:49][C:50]2[CH:55]=[C:54]([C:56]#[C:57][C:58]3[CH:63]=[CH:62][C:61](CO)=[CH:60][CH:59]=3)[CH:53]=[C:52]([O:66][CH2:67][CH2:68][C:69]3C=C[C:72](Cl)=[CH:71][CH:70]=3)[CH:51]=2)=[CH:45][C:44]=1[CH3:76])[CH3:38]>>[CH2:37]([O:39][C:40](=[O:77])[CH2:41][O:42][C:43]1[CH:48]=[CH:47][C:46]([S:49][C:50]2[CH:55]=[C:54]([C:56]#[C:57][C:58]3[CH:59]=[CH:60][CH:61]=[CH:62][CH:63]=3)[CH:53]=[C:52]([O:66][CH2:67][CH:68]3[CH2:72][CH2:71][CH2:70][CH2:69]3)[CH:51]=2)=[CH:45][C:44]=1[CH3:76])[CH3:38]. Starting materials: COC(CC1=CC(=C(C=C1)OS(=O)(=O)C(F)(F)F)OC1=C(C=C(C=C1)[N+](=O)[O-])CSCC(F)(F)F)=O ({3-[4-Nitro-2-(2,2,2-trifluoro-ethylsulfanylmethyl)-phenoxy]-4-trifluoromethanesulfonyloxy-phenyl}-acetic acid methyl ester), C[Si](C)(C)C#C ((trimethylsilyl)acetylene). Reagents/catalysts: Cl[Pd]([P](C1=CC=CC=C1)(C2=CC=CC=C2)C3=CC=CC=C3)([P](C4=CC=CC=C4)(C5=CC=CC=C5)C6=CC=CC=C6)Cl (dichlorobis(triphenylphosphine)palladium(II)), [Cu](I)I (copper iodide). Solvent: C(C)N(CC)CC (triethylamine). The product is COC(CC1=CC(=C(C=C1)C#C[Si](C)(C)C)OC1=C(C=C(C=C1)[N+](=O)[O-])CSCC(F)(F)F)=O ({3-[4-nitro-2-(2,2,2-trifluoro-ethylsulfanylmethyl)-phenoxy]-4-trimethylsilanylethynyl-phenyl}-acetic acid methyl ester). As a reaction SMILES: [CH3:1][O:2][C:3](=[O:36])[CH2:4][C:5]1[CH:10]=[CH:9][C:8](OS(C(F)(F)F)(=O)=O)=[C:7]([O:19][C:20]2[CH:25]=[CH:24][C:23]([N+:26]([O-:28])=[O:27])=[CH:22][C:21]=2[CH2:29][S:30][CH2:31][C:32]([F:35])([F:34])[F:33])[CH:6]=1.[CH3:37][Si:38]([C:41]#[CH:42])([CH3:40])[CH3:39]>C(N(CC)CC)C.Cl[Pd](Cl)([P](C1C=CC=CC=1)(C1C=CC=CC=1)C1C=CC=CC=1)[P](C1C=CC=CC=1)(C1C=CC=CC=1)C1C=CC=CC=1.[Cu](I)I>[CH3:1][O:2][C:3](=[O:36])[CH2:4][C:5]1[CH:10]=[CH:9][C:8]([C:42]#[C:41][Si:38]([CH3:40])([CH3:39])[CH3:37])=[C:7]([O:19][C:20]2[CH:25]=[CH:24][C:23]([N+:26]([O-:28])=[O:27])=[CH:22][C:21]=2[CH2:29][S:30][CH2:31][C:32]([F:35])([F:34])[F:33])[CH:6]=1 |^1:52,71|. Procedure details: {3-[4-Nitro-2-(2,2,2-trifluoro-ethylsulfanylmethyl)-phenoxy]-4-trifluoromethanesulfonyloxy-phenyl}-acetic acid methyl ester (0.920 g, 1.63 mmol), (trimethylsilyl)acetylene (0.34 mL, 2.45 mmol), dichlorobis(triphenylphosphine)palladium(II) (0.1155, 0.16 mmol), and copper iodide (0.031 g, 0.16 mmol) were combined in triethylamine (8 mL) and degassed for 5 minutes. The reaction was heated for 8 hours, and then worked-up with CH2Cl2 and H2O. The crude material was purified by silica gel chromatograp... The reactants are O=C([O-])[O-], CCOC(=O)c1ccc(F)cc1, CC1CN(c2ccc(N3CCNCC3)cc2)CC(C)O1, CS(C)=O, ClCCl, [K+], [K+], O. The product is CCOC(=O)c1ccc(N2CCN(c3ccc(N4CC(C)OC(C)C4)cc3)CC2)cc1. As a reaction SMILES: [C:33](=[O:34])([O-:35])[O-:36].[CH2:21]([CH3:22])[O:23][C:24]([c:25]1[cH:26][cH:27][c:28]([F:31])[cH:29][cH:30]1)=[O:32].[CH3:1][CH:2]1[O:3][CH:4]([CH3:20])[CH2:5][N:6]([c:8]2[cH:9][cH:10][c:11]([N:14]3[CH2:15][CH2:16][NH:17][CH2:18][CH2:19]3)[cH:12][cH:13]2)[CH2:7]1.[CH3:40][S:41]([CH3:42])=[O:43].[Cl:44][CH2:45][Cl:46].[K+:37].[K+:38].[OH2:39]>>[CH3:1][CH:2]1[O:3][CH:4]([CH3:20])[CH2:5][N:6]([c:8]2[cH:9][cH:10][c:11]([N:14]3[CH2:15][CH2:16][N:17]([c:28]4[cH:27][cH:26][c:25]([C:24]([O:23][CH2:21][CH3:22])=[O:32])[cH:30][cH:29]4)[CH2:18][CH2:19]3)[cH:12][cH:13]2)[CH2:7]1. The reactants are CC(C)(C)[O-].[Na+] (NaOtBu), CC=1N=C(N2N=C(N=CC21)N)C2=CC(=CC=C2)C(F)(F)F (5-methyl-7-[3-(trifluoromethyl)phenyl]imidazo[5,1-f][1,2,4]triazin-2-amine), C(C)(C)(C)P(C1=C(C=CC=C1)C1=CC=CC=C1)C(C)(C)C (2-(Di-t-butylphosphino)biphenyl), CC=1N=C(N2N=C(N=CC21)N)C2=CC(=CC=C2)C(F)(F)F (5-methyl-7-[3-(trifluoromethyl)phenyl]imidazo[5,1-f][1,2,4]triazin-2-amine), BrC1=CC=C(C=C1)N(C(=O)N)C (N-(4-bromophenyl)-N-methylurea). The reagents and catalysts are C=1C=CC(=CC1)/C=C/C(=O)/C=C/C2=CC=CC=C2.C=1C=CC(=CC1)/C=C/C(=O)/C=C/C2=CC=CC=C2.C=1C=CC(=CC1)/C=C/C(=O)/C=C/C2=CC=CC=C2.[Pd].[Pd] (Pd2(dba)3). Run in O1CCOCC1 (1,4-dioxane). Product: CN(C(=O)N)C1=CC=C(C=C1)NC1=NN2C(C=N1)=C(N=C2C2=CC(=CC=C2)C(F)(F)F)C (N-methyl-N-[4-({5-methyl-7-[3-(trifluoromethyl)phenyl]imidazo[5,1-f][1,2,4]triazin-2-yl}amino)phenyl]urea). Yield: 40.3%. Reaction SMILES: [CH3:1][C:2]1[N:3]=[C:4]([C:12]2[CH:17]=[CH:16][CH:15]=[C:14]([C:18]([F:21])([F:20])[F:19])[CH:13]=2)[N:5]2[C:10]=1[CH:9]=[N:8][C:7]([NH2:11])=[N:6]2.Br[C:23]1[CH:28]=[CH:27][C:26]([N:29]([CH3:33])[C:30]([NH2:32])=[O:31])=[CH:25][CH:24]=1.C(P(C(C)(C)C)C1C=CC=CC=1C1C=CC=CC=1)(C)(C)C.CC([O-])(C)C.[Na+]>O1CCOCC1.C1C=CC(/C=C/C(/C=C/C2C=CC=CC=2)=O)=CC=1.C1C=CC(/C=C/C(/C=C/C2C=CC=CC=2)=O)=CC=1.C1C=CC(/C=C/C(/C=C/C2C=CC=CC=2)=O)=CC=1.[Pd].[Pd]>[CH3:33][N:29]([C:26]1[CH:27]=[CH:28][C:23]([NH:11][C:7]2[N:8]=[CH:9][C:10]3=[C:2]([CH3:1])[N:3]=[C:4]([C:12]4[CH:17]=[CH:16][CH:15]=[C:14]([C:18]([F:21])([F:19])[F:20])[CH:13]=4)[N:5]3[N:6]=2)=[CH:24][CH:25]=1)[C:30]([NH2:32])=[O:31] |f:3.4,6.7.8.9.10|. Procedure: In a similar manner as described for Example 41, 5-methyl-7-[3-(trifluoromethyl)phenyl]imidazo[5,1-f][1,2,4]triazin-2-amine (Intermediate 45) (0.025 g, 0.09 mmol), N-(4-bromophenyl)-N-methylurea (0.02 g, 0.09 mmol), Pd2(dba)3 (0.008 g, 0.01 mmol), 2-(Di-t-butylphosphino)biphenyl (0.008 g, 0.03 mmol), and NaOtBu (0.011 g, 0.11 mmol) in 1,4-dioxane (1 mL) gave N-methyl-N-[4-({5-methyl-7-[3-(trifluoromethyl)phenyl]imidazo[5,1-f][1,2,4]triazin-2-yl}amino)phenyl]urea (0.016 g) as a yellow solid. 1H N... Starting materials: ClC1=C(C=CC=C1)C1=NOC(=N1)N (3-(2-Chlorophenyl)-5-amino-1,2,4-oxadiazole), [OH-].[K+] (potassium hydroxide), C(CCC)O (n-butanol), C(C)(=O)O (acetic acid), [OH-].[K+] (potassium hydroxide). Yields the product ClC1=C(C=CC=C1)C1=NNC(=N1)OCCCC (3-(2-Chlorophenyl)-5-n-butoxy-1,2,4-triazole). As a reaction SMILES: [Cl:1][C:2]1[CH:7]=[CH:6][CH:5]=[CH:4][C:3]=1[C:8]1[N:12]=[C:11]([NH2:13])[O:10][N:9]=1.[OH-].[K+].C(O)(=O)C.[CH2:20](O)[CH2:21][CH2:22][CH3:23]>>[Cl:1][C:2]1[CH:7]=[CH:6][CH:5]=[CH:4][C:3]=1[C:8]1[N:12]=[C:11]([O:10][CH2:20][CH2:21][CH2:22][CH3:23])[NH:13][N:9]=1 |f:1.2|. Reported procedure: To the product of Example 36, stage (a), (9.7 g) in n-butanol (110 ml) was added potassium hydroxide (9.7 g), and the mixture was refluxed for 4 hours. It was then cooled, and excess potassium hydroxide was neutralised with acetic acid. The mixture was then evaporated to give 12.2 g of desired product. Starting materials: BrC=1C=NC(=NC1)N1C=C(C2=CC=C(C=C12)C(=O)N1CCOCC1)CO ((1-(5-Bromopyrimidin-2-yl)-3-(hydroxymethyl)-1H-indol-6-yl)(morpholino)methanone), BrC1=NC=CC(=C1)C (2-bromo-4-methylpyridine), aldehyde, BrC=1C=NC(=NC1)N1C=C(C2=CC=C(C=C12)C(=O)N1CCOCC1)CO ((1-(5-Bromopyrimidin-2-yl)-3-(hydroxymethyl)-1H-indol-6-yl)(morpholino)methanone), boronic ester, FC1=C(C=CC=C1)C=1C=NC(=NC1)N1C=C(C2=CC=C(C=C12)C(=O)N1CCOCC1)C=O (1-(5-(2-Fluorophenyl)pyrimidin-2-yl)-6-(morpholine-4-carbonyl)-1H-indole-3-carbaldehyde), FC1=C(C=CC=C1)C=1C=NC(=NC1)N1C=C(C2=CC=C(C=C12)C(=O)N1CCOCC1)C(C)O ((1-(5-(2-Fluorophenyl)pyrimidin-2-yl)-3-(1-hydroxyethyl)-1H-indol-6-yl)(morpholino)-methanone). Yields the product OC(C)C1=CN(C2=CC(=CC=C12)C(=O)N1CCOCC1)C1=NC=C(C=N1)C1=NC=CC(=C1)C ((3-(1-Hydroxyethyl)-1-(5-(4-methylpyridin-2-yl)pyrimidin-2-yl)-1H-indol-6-yl)(morpholino)methanone). Reaction SMILES: BrC1C=NC(N2C3C(=CC=C(C(N4CCOCC4)=O)C=3)C(CO)=C2)=NC=1.Br[C:28]1[CH:33]=[C:32]([CH3:34])[CH:31]=[CH:30][N:29]=1.FC1C=CC=CC=1C1C=NC(N2C3C(=CC=C(C(N4CCOCC4)=O)C=3)C(C=O)=C2)=NC=1.FC1C=CC=CC=1[C:74]1[CH:75]=[N:76][C:77]([N:80]2[C:88]3[C:83](=[CH:84][CH:85]=[C:86]([C:89]([N:91]4[CH2:96][CH2:95][O:94][CH2:93][CH2:92]4)=[O:90])[CH:87]=3)[C:82]([CH:97]([OH:99])[CH3:98])=[CH:81]2)=[N:78][CH:79]=1>>[OH:99][CH:97]([C:82]1[C:83]2[C:88](=[CH:87][C:86]([C:89]([N:91]3[CH2:92][CH2:93][O:94][CH2:95][CH2:96]3)=[O:90])=[CH:85][CH:84]=2)[N:80]([C:77]2[N:78]=[CH:79][C:74]([C:28]3[CH:33]=[C:32]([CH3:34])[CH:31]=[CH:30][N:29]=3)=[CH:75][N:76]=2)[CH:81]=1)[CH3:98]. Reported procedure: (1-(5-Bromopyrimidin-2-yl)-3-(hydroxymethyl)-1H-indol-6-yl)(morpholino)methanone (intermediate 27c) was converted into a boronic ester that was subsequently reacted with 2-bromo-4-methylpyridine under Suzuki conditions. The resulting product was oxidized to the corresponding aldehyde and then submitted to a Grignard reaction analogously to the protocols 28a) and 28b), respectively. Light yellow solid. Yield: 70 mg Reactants: CCOCc1nc2c(N)nc(C)c(C)c2n1CCOCC#Cc1ccccc1, CCOCC, Cl. The product is CCOCc1nc2c(N)nc(C)c(C)c2n1CCOCCCc1ccccc1, Cl. RXN SMILES: [CH2:1]([CH3:2])[O:3][CH2:4][c:5]1[n:6]([CH2:17][CH2:18][O:19][CH2:20][C:21]#[C:22][c:23]2[cH:24][cH:25][cH:26][cH:27][cH:28]2)[c:7]2[c:8]([c:9]([NH2:15])[n:10][c:11]([CH3:14])[c:12]2[CH3:13])[n:16]1.[CH3:30][CH2:31][O:32][CH2:33][CH3:34].[ClH:29]>>[CH2:1]([CH3:2])[O:3][CH2:4][c:5]1[n:6]([CH2:17][CH2:18][O:19][CH2:20][CH2:21][CH2:22][c:23]2[cH:24][cH:25][cH:26][cH:27][cH:28]2)[c:7]2[c:8]([c:9]([NH2:15])[n:10][c:11]([CH3:14])[c:12]2[CH3:13])[n:16]1.[ClH:29].